This data is from the Open Reaction Database (ORD), a public repository of structured organic reaction records. The task is: describe an organic reaction: reactants, conditions, products, and yield The reactants are CCOC(=O)CCN(C)CC(C(=O)OCC)c1ccccc1, Cc1ccccc1, [H-], [H][H], [Na+]. The product is CN1CCC(=O)C(c2ccccc2)C1. RXN SMILES: [CH2:1]([O:2][C:3]([CH2:6][CH2:7][N:8]([CH2:9][CH:10]([C:11](=[O:12])[O:13][CH2:4][CH3:5])[c:16]1[cH:17][cH:18][cH:19][cH:20][cH:21]1)[CH3:22])=[O:14])[CH3:15].[CH3:27][c:28]1[cH:29][cH:30][cH:31][cH:32][cH:33]1.[H-:23].[H:25][H:26].[Na+:24]>>[CH2:6]1[CH2:7][N:8]([CH3:22])[CH2:9][CH:10]([c:16]2[cH:17][cH:18][cH:19][cH:20][cH:21]2)[C:11]1=[O:13]. Starting materials: NC1=C(C=CC2=CC=CC=C12)O (1-amino-2-naphthol), CN(C1=CC=CC=C1)C (N,N-dimethylaniline), O1CCCC1 (tetrahydrofuran), BrC(C(=O)Cl)C1=CC=C(C=C1)Cl (α-bromo-4-chlorophenylacetyl chloride). Solvent: C(C)(=O)OCC (ethyl acetate). Run at time 1 hour. Product: ClC1=CC=C(C=C1)C1C(NC2=C(O1)C=CC1=CC=CC=C12)=O (3-(4-chlorophenyl)-1H-naphtho[2,1-b][1,4]oxazin-2(3H)-one). Yield: 72.7%. Reaction SMILES: [NH2:1][C:2]1[C:11]2[C:6](=[CH:7][CH:8]=[CH:9][CH:10]=2)[CH:5]=[CH:4][C:3]=1[OH:12].CN(C)C1C=CC=CC=1.O1CCCC1.Br[CH:28]([C:32]1[CH:37]=[CH:36][C:35]([Cl:38])=[CH:34][CH:33]=1)[C:29](Cl)=[O:30]>C(OCC)(=O)C>[Cl:38][C:35]1[CH:36]=[CH:37][C:32]([CH:28]2[O:12][C:3]3[CH:4]=[CH:5][C:6]4[C:11]([C:2]=3[NH:1][C:29]2=[O:30])=[CH:10][CH:9]=[CH:8][CH:7]=4)=[CH:33][CH:34]=1. Procedure details: To a mixture of 1-amino-2-naphthol (9.4 g), N,N-dimethylaniline (17.87 g) and tetrahydrofuran (160 ml) is added dropwise α-bromo-4-chlorophenylacetyl chloride (18.97 g) under ice cooling, and the mixture is stirred for one hour. To the reaction mixture is added ethyl acetate, and the ethyl acetate layer is washed, dried and distilled to remove the solvent. The resulting oil is dissolved in acetone (500 ml) and thereto is added potassium carbonate (40.8 g), and the mixture is refluxed for 2 hours...